Dataset: the Open Reaction Database (ORD), a public repository of structured organic reaction records. Task: describe an organic reaction: reactants, conditions, products, and yield Starting materials: S1C2=C(C=C1CCN(C)C)C=CC=C2 ((2-Benzo[b]thiophen-2-yl-ethyl)-dimethylamine), S1C2=C(C=C1CCN(C)C)C=CC=C2 ((2-Benzo[b]thiophen-2-yl-ethyl)-dimethylamine), FC1=CC=C(C(=O)Cl)C=C1 (p-fluorobenzoyl chloride), [Cl-].[Al+3].[Cl-].[Cl-] (aluminum chloride). Run in ClC(C)Cl (dichloroethane). Run at time 5 hour. Yields the product Compound 3-1, CN(CCC1=C(C2=C(S1)C=CC=C2)C(=O)C2=CC=C(C=C2)F)C ([2-(2-Dimethylamino-ethyl)-benzo[b]thiophen-3-yl]-(4-fluoro-phenyl)-methanone). Isolated yield 47.0%. Reaction SMILES: [S:1]1[C:5]([CH2:6][CH2:7][N:8]([CH3:10])[CH3:9])=[CH:4][C:3]2[CH:11]=[CH:12][CH:13]=[CH:14][C:2]1=2.[F:15][C:16]1[CH:24]=[CH:23][C:19]([C:20](Cl)=[O:21])=[CH:18][CH:17]=1.[Cl-].[Al+3].[Cl-].[Cl-]>ClC(Cl)C>[CH3:9][N:8]([CH3:10])[CH2:7][CH2:6][C:5]1[S:1][C:2]2[CH:14]=[CH:13][CH:12]=[CH:11][C:3]=2[C:4]=1[C:20]([C:19]1[CH:23]=[CH:24][C:16]([F:15])=[CH:17][CH:18]=1)=[O:21] |f:2.3.4.5|. Reported procedure: To a solution of (2-Benzo[b]thiophen-2-yl-ethyl)-dimethylamine (Compound 1a, 1.1 mmol) in dichloroethane (1 mL) under N2 at 0° C., p-fluorobenzoyl chloride (1.32 mmol) and aluminum chloride (3.3 mmol, 1M in nitrobenzene) were added. The mixture was warmed to RT and stirred for 5 hrs, quenched in sat. NaHCO3 and extracted with EtOAc (4×). The combined organic layers were washed with brine, dried (MgSO4), filtered and concentrated in vacuo. The residue was purified by silica gel column chromatogra... Starting materials: NC=1C(=NC=C(C1)Br)C(=O)O (3-amino-5-bromo-pyridine-2-carboxylic acid), NC(=O)N (urea). The product is BrC1=CC=2N=C(N=C(C2N=C1)O)O (7-Bromo-pyrido[3,2-d]pyrimidine-2,4-diol). Conditions: temperature 200 celsius, time 2.5 hour. Yield: 89.8%. Reaction SMILES: [NH2:1][C:2]1[C:3]([C:9]([OH:11])=O)=[N:4][CH:5]=[C:6]([Br:8])[CH:7]=1.[NH2:12][C:13](N)=[O:14]>O>[Br:8][C:6]1[CH:5]=[N:4][C:3]2[C:9]([OH:11])=[N:12][C:13]([OH:14])=[N:1][C:2]=2[CH:7]=1. Procedure details: To a 100 mL round bottom flask, 3-amino-5-bromo-pyridine-2-carboxylic acid (1 g, 0.0046 mol) and urea (2.768 g, 0.4629 mol) were added. The reaction mixture was stirred at 200° C. for 2.5 h. The reaction mixture was cooled, water was added and stirred to provide a precipitate. The precipitate was filtered and dried to provide the title compound [1 g, 91%]. This material was taken to the next step without any further purification. The solvent is O (water). Reactants: FC=1C=CC(=C(C1)C=1C(=CC(=CC1)[N+](=O)[O-])C(=O)OC)OC (methyl 5′-Fluoro-2′-methoxy-4-nitro-2-biphenylcarboxylate), BrC1=C(C(=O)OC)C=C(C=C1)[N+](=O)[O-] (methyl 2-bromo-5-nitrobenzoate), COC1=C(C=C(C=C1)OC)B(O)O (2,5-dimethoxyphenylboronic acid). Reagents/catalysts: C=1C=CC(=CC1)[P](C=2C=CC=CC2)(C=3C=CC=CC3)[Pd]([P](C=4C=CC=CC4)(C=5C=CC=CC5)C=6C=CC=CC6)([P](C=7C=CC=CC7)(C=8C=CC=CC8)C=9C=CC=CC9)[P](C=1C=CC=CC1)(C=1C=CC=CC1)C=1C=CC=CC1 ((PPh3)4Pd). Product: COC1=C(C=C(C=C1)OC)C=1C(=CC(=CC1)[N+](=O)[O-])C(=O)OC (methyl (2′,5′-dimethoxy-4-nitro-2-biphenylcarboxylate)). Yield: 69.0%. RXN SMILES: F[C:2]1[CH:3]=[CH:4][C:5]([O:21][CH3:22])=[C:6]([C:8]2[C:9]([C:17]([O:19][CH3:20])=[O:18])=[CH:10][C:11]([N+:14]([O-:16])=[O:15])=[CH:12][CH:13]=2)[CH:7]=1.BrC1C=CC([N+]([O-])=O)=CC=1[C:26](OC)=[O:27].COC1C=CC(OC)=CC=1B(O)O>C1C=CC([P]([Pd]([P](C2C=CC=CC=2)(C2C=CC=CC=2)C2C=CC=CC=2)([P](C2C=CC=CC=2)(C2C=CC=CC=2)C2C=CC=CC=2)[P](C2C=CC=CC=2)(C2C=CC=CC=2)C2C=CC=CC=2)(C2C=CC=CC=2)C2C=CC=CC=2)=CC=1>[CH3:22][O:21][C:5]1[CH:4]=[CH:3][C:2]([O:27][CH3:26])=[CH:7][C:6]=1[C:8]1[C:9]([C:17]([O:19][CH3:20])=[O:18])=[CH:10][C:11]([N+:14]([O-:16])=[O:15])=[CH:12][CH:13]=1 |^1:53,55,74,93|. Procedure: This compound was prepared in a manner similar to that of methyl 5′-Fluoro-2′-methoxy-4-nitro-2-biphenylcarboxylate (EXAMPLE 107) from methyl 2-bromo-5-nitrobenzoate (2.46 g, 9.46 mmol), (PPh3)4Pd (0.33 g, 0.28 mmol), and 2,5-dimethoxyphenylboronic acid (2.42 g, 13.3 mmol) to afford 2.08 g (69%) of methyl (2′,5′-dimethoxy-4-nitro-2-biphenylcarboxylate) as a white solid. Data for methyl (2′,5′-dimethoxy-4-nitro-2-biphenylcarboxylate): 1H NMR (400 MHz, CDCl3) 8.70 (d, J=2.4, 1H), 8.37 (dd, J=8.4, ... Reactants: CCN(CC)CCNc1c(C)cccc1C, CC#N, CS(=O)(=O)Nc1ccc(C(=O)Cl)cc1, [NH4+], C1CCOC1, [OH-]. Yields the product CCN(CC)CCN(C(=O)c1ccc(NS(C)(=O)=O)cc1)c1c(C)cccc1C, Cl. RXN SMILES: [CH2:20]([CH3:21])[N:22]([CH2:23][CH2:24][NH:25][c:26]1[c:27]([CH3:33])[cH:28][cH:29][cH:30][c:31]1[CH3:32])[CH2:34][CH3:35].[CH3:38][C:39]#[N:40].[CH3:6][S:7](=[O:8])(=[O:9])[NH:10][c:11]1[cH:12][cH:13][c:14]([C:15](=[O:16])[Cl:17])[cH:18][cH:19]1.[NH4+:36].[O:1]1[CH2:2][CH2:3][CH2:4][CH2:5]1.[OH-:37]>>[CH3:6][S:7](=[O:8])(=[O:9])[NH:10][c:11]1[cH:12][cH:13][c:14]([C:15](=[O:16])[N:25]([CH2:24][CH2:23][N:22]([CH2:20][CH3:21])[CH2:34][CH3:35])[c:26]2[c:27]([CH3:33])[cH:28][cH:29][cH:30][c:31]2[CH3:32])[cH:18][cH:19]1.[ClH:17]. Reactants: CN(C)CCCCl, Cl, Oc1ccc(-c2nnc(CSCCOc3ccccc3)o2)cc1. Reaction SMILES: [Cl:24][CH2:25][CH2:26][CH2:27][N:28]([CH3:29])[CH3:30].[ClH:31].[O:1]([c:2]1[cH:3][cH:4][cH:5][cH:6][cH:7]1)[CH2:8][CH2:9][S:10][CH2:11][c:12]1[n:13][n:14][c:15](-[c:17]2[cH:18][cH:19][c:20]([OH:23])[cH:21][cH:22]2)[o:16]1>>[O:1]([c:2]1[cH:3][cH:4][cH:5][cH:6][cH:7]1)[CH2:8][CH2:9][S:10][CH2:11][c:12]1[n:13][n:14][c:15](-[c:17]2[cH:18][cH:19][c:20]([O:23][CH2:25][CH2:26][CH2:27][N:28]([CH3:29])[CH3:30])[cH:21][cH:22]2)[o:16]1. Yields the product CN(C)CCCOc1ccc(-c2nnc(CSCCOc3ccccc3)o2)cc1. Reactants: CC1(C(=O)Cl)CCCN1C(=O)OCc1ccccc1, ClCCl, COC(=O)c1cccc(N)c1O, c1ccncc1. Yields the product COC(=O)c1cccc(NC(=O)C2(C)CCCN2C(=O)OCc2ccccc2)c1O. Reaction SMILES: [Cl:19][C:20](=[O:21])[C:22]1([CH3:37])[N:23]([C:27](=[O:28])[O:29][CH2:30][c:31]2[cH:32][cH:33][cH:34][cH:35][cH:36]2)[CH2:24][CH2:25][CH2:26]1.[Cl:38][CH2:39][Cl:40].[NH2:1][c:2]1[c:3]([OH:12])[c:4]([C:5](=[O:6])[O:7][CH3:8])[cH:9][cH:10][cH:11]1.[cH:13]1[cH:14][cH:15][n:16][cH:17][cH:18]1>>[NH:1]([c:2]1[c:3]([OH:12])[c:4]([C:5](=[O:6])[O:7][CH3:8])[cH:9][cH:10][cH:11]1)[C:20](=[O:21])[C:22]1([CH3:37])[N:23]([C:27](=[O:28])[O:29][CH2:30][c:31]2[cH:32][cH:33][cH:34][cH:35][cH:36]2)[CH2:24][CH2:25][CH2:26]1. Reactants: BrC=1C=C(CC2(CC2)C(=O)OC(C)(C)C)C=CC1Cl (tert-butyl 1-(3-bromo-4-chlorobenzyl)cyclopropanecarboxylate), C(C1=CC=CC=C1)N (benzylamine), CC(C)([O-])C.[Na+] (sodium tert-butoxide), C1(=CC=CC=C1)P(C1=C(C2=CC=CC=C2C=C1)C1=C(C=CC2=CC=CC=C12)P(C1=CC=CC=C1)C1=CC=CC=C1)C1=CC=CC=C1 ((+/−)-2,2′-bis(diphenylphosphino)-1,1′-binaphthyl). Reagents/catalysts: C=1C=CC(=CC1)/C=C/C(=O)/C=C/C2=CC=CC=C2.C=1C=CC(=CC1)/C=C/C(=O)/C=C/C2=CC=CC=C2.C=1C=CC(=CC1)/C=C/C(=O)/C=C/C2=CC=CC=C2.[Pd].[Pd] (tris(dibenzylideneacetone)dipalladium). Solvent: C1(=CC=CC=C1)C (toluene). Reaction conditions: temperature 110 celsius, time 3 hour. Yields the product C(C1=CC=CC=C1)NC=1C=C(CC2(CC2)C(=O)OC(C)(C)C)C=CC1Cl (tert-Butyl 1-[3-(benzylamino)-4-chlorobenzyl]cyclopropanecarboxylate). As a reaction SMILES: Br[C:2]1[CH:3]=[C:4]([CH:16]=[CH:17][C:18]=1[Cl:19])[CH2:5][C:6]1([C:9]([O:11][C:12]([CH3:15])([CH3:14])[CH3:13])=[O:10])[CH2:8][CH2:7]1.[CH2:20]([NH2:27])[C:21]1[CH:26]=[CH:25][CH:24]=[CH:23][CH:22]=1.CC(C)([O-])C.[Na+].C1(P(C2C=CC=CC=2)C2C=CC3C(=CC=CC=3)C=2C2C3C(=CC=CC=3)C=CC=2P(C2C=CC=CC=2)C2C=CC=CC=2)C=CC=CC=1>C1C=CC(/C=C/C(/C=C/C2C=CC=CC=2)=O)=CC=1.C1C=CC(/C=C/C(/C=C/C2C=CC=CC=2)=O)=CC=1.C1C=CC(/C=C/C(/C=C/C2C=CC=CC=2)=O)=CC=1.[Pd].[Pd].C1(C)C=CC=CC=1>[CH2:20]([NH:27][C:2]1[CH:3]=[C:4]([CH:16]=[CH:17][C:18]=1[Cl:19])[CH2:5][C:6]1([C:9]([O:11][C:12]([CH3:15])([CH3:14])[CH3:13])=[O:10])[CH2:8][CH2:7]1)[C:21]1[CH:26]=[CH:25][CH:24]=[CH:23][CH:22]=1 |f:2.3,5.6.7.8.9|. Reported procedure: Under argon, 95.0 g (274.8 mmol) of tert-butyl 1-(3-bromo-4-chlorobenzyl)cyclopropanecarboxylate, 36.0 ml (330.0 mmol) of benzylamine, 12.58 g (13.7 mmol) of tris(dibenzylideneacetone)dipalladium, 31.69 g (329.8 mmol) of sodium tert-butoxide and 6.85 g (5.29 mmol) of (+/−)-2,2′-bis(diphenylphosphino)-1,1′-binaphthyl were added successively to 633 ml of dry toluene. The reaction mixture was stirred at 110° C. for 3.0 h and then at RT overnight. The reaction mixture was then filtered off with suct... Starting materials: N1=CN=C2N=CNC2=C1N (adenine), C1=CN(C(=O)NC1=O)[C@H]2[C@H]([C@@H]([C@H](O2)CO)O)O (Ara-U). Run in P(=O)([O-])([O-])[O-] (phosphate), P(=O)([O-])([O-])[O-] (phosphate). Run at temperature 60 celsius. Product: C1=NC(=C2C(=N1)N(C=N2)[C@H]3[C@H]([C@@H]([C@H](O3)CO)O)O)N (Ara-A). Yield: 51.3%. RXN SMILES: [N:1]1[C:9]([NH2:10])=[C:8]2[C:4]([N:5]=[CH:6][NH:7]2)=[N:3][CH:2]=1.C1C(=O)NC(=O)N([C@@H:19]2[O:23][C@H:22]([CH2:24][OH:25])[C@@H:21]([OH:26])[C@@H:20]2[OH:27])C=1>P([O-])([O-])([O-])=O>[CH:2]1[N:3]=[C:4]2[N:5]([C@@H:19]3[O:23][C@H:22]([CH2:24][OH:25])[C@@H:21]([OH:26])[C@@H:20]3[OH:27])[CH:6]=[N:7][C:8]2=[C:9]([NH2:10])[N:1]=1. Reported procedure: 50 kg of wet cell paste obtained by fermenting E. aerogenes were resuspended in approximately 200 liters of 30 mM phosphate buffer at pH 7 and mixed with 800 liters of phosphate buffer in which had been dissolved at elevated temperature 5.4 kg of adenine (final concentration 40 mM) and 8.9 kg of Ara-U (final concentration 40 mM). The mixture was maintained at 60° C., with agitation, for 20 hours, diluted to approximately 3000 liters with hot H20 and subjected to diafiltration on a membrane, coll...